Dataset: the Open Reaction Database (ORD), a public repository of structured organic reaction records. Task: describe an organic reaction: reactants, conditions, products, and yield Starting materials: O.[OH-].[Li+] (lithium hydroxide monohydrate), COC(=O)C1(CCCC1)NC(=O)C=1OC(=CC1)COC1=CC=C(C=C1)C1=CC=CC=C1 (1-{[5-(biphenyl-4-yloxymethyl)-furan-2-carbonyl]-amino}-cyclopentanecarboxylic acid methyl ester). Run in O (water), O1CCCC1 (tetrahydrofuran), CO (methanol). Reaction conditions: time 8 hour. Yields the product C1(=CC=C(C=C1)OCC1=CC=C(O1)C(=O)NC1(CCCC1)C(=O)O)C1=CC=CC=C1 (1-{[5-(biphenyl-4-yloxymethyl)-furan-2-carbonyl]-amino}-cyclopentanecarboxylic acid). The yield is 68.4%. RXN SMILES: O.[OH-].[Li+].C[O:5][C:6]([C:8]1([NH:13][C:14]([C:16]2[O:17][C:18]([CH2:21][O:22][C:23]3[CH:28]=[CH:27][C:26]([C:29]4[CH:34]=[CH:33][CH:32]=[CH:31][CH:30]=4)=[CH:25][CH:24]=3)=[CH:19][CH:20]=2)=[O:15])[CH2:12][CH2:11][CH2:10][CH2:9]1)=[O:7]>O.O1CCCC1.CO>[C:26]1([C:29]2[CH:30]=[CH:31][CH:32]=[CH:33][CH:34]=2)[CH:25]=[CH:24][C:23]([O:22][CH2:21][C:18]2[O:17][C:16]([C:14]([NH:13][C:8]3([C:6]([OH:7])=[O:5])[CH2:9][CH2:10][CH2:11][CH2:12]3)=[O:15])=[CH:20][CH:19]=2)=[CH:28][CH:27]=1 |f:0.1.2|. Reported procedure: A solution of lithium hydroxide monohydrate (0.085 g, 2.0 mmol) in water (1 mL) was added to a solution of 1-{[5-(biphenyl-4-yloxymethyl)-furan-2-carbonyl]-amino}-cyclopentanecarboxylic acid methyl ester (0.092 g 0.22 mmol) in tetrahydrofuran (3 mL) and methanol (1 mL). The mixture was stirred overnight at room temperature and then the solvents were evaporated under reduced pressure. 0.5 M NaOH was added and the solution was extracted with ether. The aqueous layer was acidified with 1 M HCl and ... Starting materials: CC(C)(C)O, C[N+]1([O-])CCOCC1, CC(C)(C)O, CCOC(C)=O, C=CC(NC(=O)c1ccc(F)cc1C(F)(F)F)C(=O)OC, [Na+], [Na+], O=[Os](=O)(=O)=O, O, O, O=S([O-])[O-]. Product: COC(=O)C(NC(=O)c1ccc(F)cc1C(F)(F)F)C(O)CO. Reaction SMILES: [C:38]([OH:39])([CH3:40])([CH3:41])[CH3:42].[CH3:22][N+:23]1([O-:29])[CH2:24][CH2:25][O:26][CH2:27][CH2:28]1.[CH3:43][C:44]([OH:45])([CH3:46])[CH3:47].[CH3:53][CH2:54][O:55][C:56](=[O:57])[CH3:58].[F:1][c:2]1[cH:3][c:4]([C:18]([F:19])([F:20])[F:21])[c:5]([C:6](=[O:7])[NH:8][CH:9]([C:10](=[O:11])[O:12][CH3:13])[CH:14]=[CH2:15])[cH:16][cH:17]1.[Na+:34].[Na+:35].[O:48]=[Os:49](=[O:50])(=[O:51])=[O:52].[OH2:36].[OH2:37].[S:30]([O-:31])([O-:32])=[O:33]>>[F:1][c:2]1[cH:3][c:4]([C:18]([F:19])([F:20])[F:21])[c:5]([C:6](=[O:7])[NH:8][CH:9]([C:10](=[O:11])[O:12][CH3:13])[CH:14]([CH2:15][OH:36])[OH:37])[cH:16][cH:17]1. RXN SMILES: [C:1]([CH3:2])([CH3:3])([CH3:4])[O:5][C:6]([CH2:7][O:8][c:9]1[cH:10][cH:11][c:12]([O:15][C:16]([F:17])([F:18])[F:19])[cH:13][cH:14]1)=[O:20].[F:21][C:22]([F:23])([F:24])[C:25]([OH:26])=[O:27]>>[O:5]=[C:6]([CH2:7][O:8][c:9]1[cH:10][cH:11][c:12]([O:15][C:16]([F:17])([F:18])[F:19])[cH:13][cH:14]1)[OH:20]. Reactants: CC(C)(C)OC(=O)COc1ccc(OC(F)(F)F)cc1, O=C(O)C(F)(F)F. The product is O=C(O)COc1ccc(OC(F)(F)F)cc1. Starting materials: NS(=O)(=O)C=1C(=CC(=C(C(=O)OCCCC(=O)OCC)C1)NCC=1OC=CC1)Cl (ethyl 4-(5-(aminosulfonyl)-4-chloro-2-[(2-furanylmethyl)amino]benzoyloxy)butanoate), [OH-].[Na+] (sodium hydroxide). The solvent is C(C)O (ethanol). Yields the product NS(=O)(=O)C=1C(=CC(=C(C(=O)OCCCC(=O)O)C1)NCC=1OC=CC1)Cl (4-(5-(aminosulfonyl)-4-chloro-2-[(2-furanylmethyl)amino]benzoyloxy)butanoic acid). As a reaction SMILES: [NH2:1][S:2]([C:5]1[C:6]([Cl:29])=[CH:7][C:8]([NH:22][CH2:23][C:24]2[O:25][CH:26]=[CH:27][CH:28]=2)=[C:9]([CH:21]=1)[C:10]([O:12][CH2:13][CH2:14][CH2:15][C:16]([O:18]CC)=[O:17])=[O:11])(=[O:4])=[O:3].[OH-].[Na+]>C(O)C>[NH2:1][S:2]([C:5]1[C:6]([Cl:29])=[CH:7][C:8]([NH:22][CH2:23][C:24]2[O:25][CH:26]=[CH:27][CH:28]=2)=[C:9]([CH:21]=1)[C:10]([O:12][CH2:13][CH2:14][CH2:15][C:16]([OH:18])=[O:17])=[O:11])(=[O:3])=[O:4] |f:1.2|. Procedure details: A mixture of ethyl 4-(5-(aminosulfonyl)-4-chloro-2-[(2-furanylmethyl)amino]benzoyloxy)butanoate (300) (0.060 mole) in ethanol (100 mL) is cooled in an ice water bath. A solution of 1.0 N sodium hydroxide (60 mL) is added dropwise with stirring, and the reaction is stirred for 12 hours at ambient temperature. The volatiles is removed by spin evaporation in vacuo. The residue is dissolved in cold water, and the solution is washed with diethyl ether. The aqueous solution is cooled in an ice bath an... Reactants: C(=O)(N1C=NC=C1)N1C=NC=C1 (1,1′-carbonyldiimidazole), [Si](C)(C)(C(C)(C)C)OC[C@@H]1N[C@H](C2=CC=CC(=C2C1)CCC(C)(O)C)C (4-[(1S,3R)-3-[[tert-butyl(dimethyl)silyl]oxymethyl]-1-methyl-1,2,3,4-tetrahydroisoquinolin-5-yl]-2-methyl-butan-2-ol), ClC1=C(C(=CC=C1)Cl)CC(=O)O (2,6-dichlorophenylacetic acid). Solvent: O1CCCC1 (tetrahydrofuran), O1CCCC1 (tetrahydrofuran). Reaction conditions: temperature 25 celsius, time 24 hour. Product: [Si](C)(C)(C(C)(C)C)OC[C@@H]1N([C@H](C2=CC=CC(=C2C1)CCC(C)(C)O)C)C(CC1=C(C=CC=C1Cl)Cl)=O (1-[(1S,3R)-3-({[tert-butyl(dimethyl)silyl]oxy}methyl)-5-(3-hydroxy-3-methylbutyl)-1-methyl-3,4-dihydroisoquinolin-2(1H)-yl]-2-(2,6-dichlorophenyl)ethanone). Isolated yield 97.6%. Reaction SMILES: C(N1C=CN=C1)(N1C=CN=C1)=O.[Cl:13][C:14]1[CH:19]=[CH:18][CH:17]=[C:16]([Cl:20])[C:15]=1[CH2:21][C:22]([OH:24])=O.[Si:25]([O:32][CH2:33][C@H:34]1[CH2:43][C:42]2[C:37](=[CH:38][CH:39]=[CH:40][C:41]=2[CH2:44][CH2:45][C:46]([CH3:49])([OH:48])[CH3:47])[C@H:36]([CH3:50])[NH:35]1)([C:28]([CH3:31])([CH3:30])[CH3:29])([CH3:27])[CH3:26]>O1CCCC1>[Si:25]([O:32][CH2:33][C@H:34]1[CH2:43][C:42]2[C:37](=[CH:38][CH:39]=[CH:40][C:41]=2[CH2:44][CH2:45][C:46]([OH:48])([CH3:49])[CH3:47])[C@H:36]([CH3:50])[N:35]1[C:22](=[O:24])[CH2:21][C:15]1[C:16]([Cl:20])=[CH:17][CH:18]=[CH:19][C:14]=1[Cl:13])([C:28]([CH3:31])([CH3:30])[CH3:29])([CH3:27])[CH3:26]. Procedure details: Add 1,1′-carbonyldiimidazole (112.9 g, 682.36 mmol) to a mixture of 2,6-dichlorophenylacetic acid (173.09 g, 818.83 mmol) in tetrahydrofuran (1.63 L) in an appropriate vessel and stir at 25° C. After 1 hour add a solution of 4-[(1S,3R)-3-[[tert-butyl(dimethyl)silyl]oxymethyl]-1-methyl-1,2,3,4-tetrahydroisoquinolin-5-yl]-2-methyl-butan-2-ol (217 g, 545.89 mmol) in tetrahydrofuran (1.63 L) to the mixture, heat the mixture to 45° C. and stir. After 24 hours, cool the mixture to 20° C., remove 2 L o...